From a dataset of the Open Reaction Database (ORD), a public repository of structured organic reaction records. describe an organic reaction: reactants, conditions, products, and yield The reactants are Cc1ccc(Br)nc1, O=C([O-])[O-], CN(C)CC(=O)O, CS(C)=O, [Cs+], [Cs+], [Cu]I, CC(C)S(=O)(=O)NC1Cc2ccc(O)cc2C1. Yields the product Cc1ccc(Oc2ccc3c(c2)CC(NS(=O)(=O)C(C)C)C3)nc1. Reaction SMILES: [Br:18][c:19]1[n:20][cH:21][c:22]([CH3:25])[cH:23][cH:24]1.[C:26](=[O:27])([O-:28])[O-:29].[CH3:32][N:33]([CH2:34][C:35](=[O:36])[OH:37])[CH3:38].[CH3:39][S:40](=[O:41])[CH3:42].[Cs+:30].[Cs+:31].[Cu:43][I:44].[OH:1][c:2]1[cH:3][c:4]2[c:8]([cH:9][cH:10]1)[CH2:7][CH:6]([NH:11][S:12](=[O:13])(=[O:14])[CH:15]([CH3:16])[CH3:17])[CH2:5]2>>[O:1]([c:2]1[cH:3][c:4]2[c:8]([cH:9][cH:10]1)[CH2:7][CH:6]([NH:11][S:12](=[O:13])(=[O:14])[CH:15]([CH3:16])[CH3:17])[CH2:5]2)[c:19]1[n:20][cH:21][c:22]([CH3:25])[cH:23][cH:24]1. Reactants: OC1(CCCCC1)CC(CN(C(OCC[Si](C)(C)C)=O)C)N (2-(trimethylsilyl)ethyl 3-(1-hydroxycyclohexyl)-2-aminopropylmethylcarbamate), [Si](C)(C)(C)Cl (Me3SiCl), Cl.ClC=1C=C(C=CC1)[C@@](CCCCOC)(O)[C@H]1CNCCC1 ((S)-1-(3-chlorophenyl)-5-methoxy-1-((R)-piperidin-3-yl)pentan-1-ol hydrochloride), ClC(=O)OC1=CC=C(C=C1)[N+](=O)[O-] (4-nitrophenyl chloroformate). The solvent is C(Cl)Cl (CH2Cl2), CCN(CC)CC (Et3N). Reaction conditions: time 1 hour. Yields the product ClC=1C=C(C=CC1)[C@@](CCCCOC)(O)[C@H]1CN(CCC1)C(=O)NC(CN(C(=O)OCC[Si](C)(C)C)C)CC1(CCCCC1)O ((3R)-3-((S)-1-(3-chlorophenyl)-1-hydroxy-5-methoxypentyl)-N-(3-(1-hydroxycyclohexyl)-1-(N-methyl-N-(2-(trimethylsilyl)ethoxycarbonyl)amino)propan-2-yl)piperidine-1-carboxamide). Isolated yield 54.4%. Reaction SMILES: [OH:1][C:2]1([CH2:8][CH:9]([NH2:22])[CH2:10][N:11]([CH3:21])[C:12](=[O:20])[O:13][CH2:14][CH2:15][Si:16]([CH3:19])([CH3:18])[CH3:17])[CH2:7][CH2:6][CH2:5][CH2:4][CH2:3]1.[Si](Cl)(C)(C)C.Cl[C:29](OC1C=CC([N+]([O-])=O)=CC=1)=[O:30].Cl.[Cl:42][C:43]1[CH:44]=[C:45]([C@:49]([C@@H:57]2[CH2:62][CH2:61][CH2:60][NH:59][CH2:58]2)([OH:56])[CH2:50][CH2:51][CH2:52][CH2:53][O:54][CH3:55])[CH:46]=[CH:47][CH:48]=1>C(Cl)Cl.CCN(CC)CC>[Cl:42][C:43]1[CH:44]=[C:45]([C@:49]([C@@H:57]2[CH2:62][CH2:61][CH2:60][N:59]([C:29]([NH:22][CH:9]([CH2:8][C:2]3([OH:1])[CH2:3][CH2:4][CH2:5][CH2:6][CH2:7]3)[CH2:10][N:11]([CH3:21])[C:12]([O:13][CH2:14][CH2:15][Si:16]([CH3:17])([CH3:19])[CH3:18])=[O:20])=[O:30])[CH2:58]2)([OH:56])[CH2:50][CH2:51][CH2:52][CH2:53][O:54][CH3:55])[CH:46]=[CH:47][CH:48]=1 |f:3.4|. Reported procedure: To a solution of (2-(trimethylsilyl)ethyl 3-(1-hydroxycyclohexyl)-2-aminopropylmethylcarbamate (18.3 mg, 0.055 mmol) in CH2Cl2 (2 mL) were added Et3N (0.2 mL) and Me3SiCl (12 mg, 14 μL, 0.11 mmol). The resulting solution was stirred for 1 h and evaporated under vacuum. The residue was dissolved in CH2Cl2 (2 mL), then pyridine (0.05 mL) was added, followed by 4-nitrophenyl chloroformate (13.5 mg, 0.66 mmol). The mixture was stirred for 30 min and (S)-1-(3-chlorophenyl)-5-methoxy-1-((R)-piperidin-... Starting materials: [OH-].C[N+](C)(C)C (Tetramethylammonium hydroxide), C(CO)(=O)O (glycolic acid), BrC(C(=O)OC)C (Methyl 2-bromopropionate). Run in CN(C=O)C (dimethylformamide). Reaction conditions: time 5 day. Yields the product OCC(OC(C(=O)OC)C)=O (Methyl 2-(2-Hydroxy-l-oxoethoxy)propionate). RXN SMILES: [OH-].C[N+](C)(C)C.[C:7]([OH:11])(=[O:10])[CH2:8][OH:9].Br[CH:13]([CH3:18])[C:14]([O:16][CH3:17])=[O:15]>CN(C)C=O>[OH:9][CH2:8][C:7](=[O:11])[O:10][CH:13]([CH3:18])[C:14]([O:16][CH3:17])=[O:15] |f:0.1|. Procedure: Tetramethylammonium hydroxide (25% in methanol) was added to a stirring solution of glycolic acid (3.8 g, 50 mmol) in 5 mL dimethylformamide cooled on ice until a pH of 7 was indicated by moistened pH paper. Methyl 2-bromopropionate (6.1 mL, 55 mmol) was added and the reaction was stirred at room temperature for 5 d. The reaction mixture was filtered, the solids were washed with ethyl ether, and the combined filtrate and ether solution was washed with 5% NaCl/5% NaHCO3. Sufficient ethyl ether wa... Reactants: BrC=1C=NC(=NC1)N1C=C(C2=CC=C(C=C12)C(=O)N1CCOCC1)SC ((1-(5-bromopyrimidin-2-yl)-3-(methylthio)-1H-indol-6-yl)(morpholino)methanone), ClC1=C(C=CC=C1)B(O)O ((2-chlorophenyl)boronic acid). The product is ClC1=C(C=CC=C1)C=1C=NC(=NC1)N1C=C(C2=CC=C(C=C12)C(=O)N1CCOCC1)SC ((1-(5-(2-Chlorophenyl)pyrimidin-2-yl)-3-(methylthio)-1H-indol-6-yl)(morpholino)methanone). As a reaction SMILES: Br[C:2]1[CH:3]=[N:4][C:5]([N:8]2[C:16]3[C:11](=[CH:12][CH:13]=[C:14]([C:17]([N:19]4[CH2:24][CH2:23][O:22][CH2:21][CH2:20]4)=[O:18])[CH:15]=3)[C:10]([S:25][CH3:26])=[CH:9]2)=[N:6][CH:7]=1.[Cl:27][C:28]1[CH:33]=[CH:32][CH:31]=[CH:30][C:29]=1B(O)O>>[Cl:27][C:28]1[CH:33]=[CH:32][CH:31]=[CH:30][C:29]=1[C:2]1[CH:3]=[N:4][C:5]([N:8]2[C:16]3[C:11](=[CH:12][CH:13]=[C:14]([C:17]([N:19]4[CH2:24][CH2:23][O:22][CH2:21][CH2:20]4)=[O:18])[CH:15]=3)[C:10]([S:25][CH3:26])=[CH:9]2)=[N:6][CH:7]=1. Procedure details: Synthesized according to general procedure 1 from (1-(5-bromopyrimidin-2-yl)-3-(methylthio)-1H-indol-6-yl)(morpholino)methanone (1.0 g, 2.30 mmol, 1.0 eq) and (2-chlorophenyl)boronic acid (0.429 g, 2.77 mmol, 1.2 eq). Yield: 0.7 g (65% of theory). The reactants are C(C)(=O)OCC (ethyl acetate), BrC1=C(C=CC=C1)Cl (2-bromochlorobenzene), C(=O)C1=C(C=CC=C1)B(O)O (2-formylbenzeneboronic acid), C([O-])([O-])=O.[Na+].[Na+] (sodium carbonate). The reagents and catalysts are C=1C=CC(=CC1)[P](C=2C=CC=CC2)(C=3C=CC=CC3)[Pd]([P](C=4C=CC=CC4)(C=5C=CC=CC5)C=6C=CC=CC6)([P](C=7C=CC=CC7)(C=8C=CC=CC8)C=9C=CC=CC9)[P](C=1C=CC=CC1)(C=1C=CC=CC1)C=1C=CC=CC1 ((Ph3P)4Pd). Run in C1(=CC=CC=C1)C (toluene). Product: C(=O)C1=C(C=CC=C1)C1=C(C=CC=C1)Cl (2-formyl-(2′-chloro-1,1′-biphenyl)). As a reaction SMILES: Br[C:2]1[CH:7]=[CH:6][CH:5]=[CH:4][C:3]=1[Cl:8].[CH:9]([C:11]1[CH:16]=[CH:15][CH:14]=[CH:13][C:12]=1B(O)O)=[O:10].C(=O)([O-])[O-].[Na+].[Na+].C(OCC)(=O)C>C1(C)C=CC=CC=1.C1C=CC([P]([Pd]([P](C2C=CC=CC=2)(C2C=CC=CC=2)C2C=CC=CC=2)([P](C2C=CC=CC=2)(C2C=CC=CC=2)C2C=CC=CC=2)[P](C2C=CC=CC=2)(C2C=CC=CC=2)C2C=CC=CC=2)(C2C=CC=CC=2)C2C=CC=CC=2)=CC=1>[CH:9]([C:11]1[CH:16]=[CH:15][CH:14]=[CH:13][C:12]=1[C:2]1[CH:7]=[CH:6][CH:5]=[CH:4][C:3]=1[Cl:8])=[O:10] |f:2.3.4,^1:42,44,63,82|. Reported procedure: To a solution of 2-bromochlorobenzene (0.12 mL, 1 mmol) and 2-formylbenzeneboronic acid (0.17 g, 1.1 mmol) in toluene (9 mL) were added 2M aq. sodium carbonate (1.2 mL) followed by (Ph3P)4Pd (0.34 g, 0.3 mmol). The resulting reaction mixture was refluxed for 3 h, cooled and diluted ethyl acetate. The organic phase was washed with water, saturated aq. sodium bicarbonate, brine and dried over sodium sulfate. The filtrate was concentrated in vacuo and the residue obtained was purified by chromatogr...